Dataset: the Open Reaction Database (ORD), a public repository of structured organic reaction records. Task: describe an organic reaction: reactants, conditions, products, and yield The reactants are CC(=O)OCCCS(=O)(=O)NC(=O)c1ccc(B(O)O)cc1C1CCCC1, CO, Cl. Product: O=C(NS(=O)(=O)CCCO)c1ccc(B(O)O)cc1C1CCCC1. Reaction SMILES: [C:1](=[O:2])([CH3:3])[O:4][CH2:5][CH2:6][CH2:7][S:8](=[O:9])(=[O:10])[NH:11][C:12](=[O:13])[c:14]1[c:15]([CH:23]2[CH2:24][CH2:25][CH2:26][CH2:27]2)[cH:16][c:17]([B:20]([OH:21])[OH:22])[cH:18][cH:19]1.[CH3:29][OH:30].[ClH:28]>>[OH:4][CH2:5][CH2:6][CH2:7][S:8](=[O:9])(=[O:10])[NH:11][C:12](=[O:13])[c:14]1[c:15]([CH:23]2[CH2:24][CH2:25][CH2:26][CH2:27]2)[cH:16][c:17]([B:20]([OH:21])[OH:22])[cH:18][cH:19]1.